This data is from the Open Reaction Database (ORD), a public repository of structured organic reaction records. The task is: describe an organic reaction: reactants, conditions, products, and yield Starting materials: FC(C(=O)O)(F)F (Trifluoroacetic acid), C(C)(C)(C)OC(=O)N1CCC(CC1)N(CC=1SC=CN1)CCC(C)C (4-{(3-methyl-butyl)-[(thiazol-2-yl)-methyl]-amino}-piperidine-1-carboxylic acid tert-butyl ester). Run in ClCCl (dichloromethane). Conditions: time 1 hour. Product: CC(CCN(C1CCNCC1)CC=1SC=CN1)C (N-(3-methylbutyl)-N-[(1,3-thiazol-2-yl)methyl]piperidin-4-amine). Isolated yield 95.2%. As a reaction SMILES: FC(F)(F)C(O)=O.C(OC([N:15]1[CH2:20][CH2:19][CH:18]([N:21]([CH2:28][CH2:29][CH:30]([CH3:32])[CH3:31])[CH2:22][C:23]2[S:24][CH:25]=[CH:26][N:27]=2)[CH2:17][CH2:16]1)=O)(C)(C)C>ClCCl>[CH3:31][CH:30]([CH3:32])[CH2:29][CH2:28][N:21]([CH2:22][C:23]1[S:24][CH:25]=[CH:26][N:27]=1)[CH:18]1[CH2:17][CH2:16][NH:15][CH2:20][CH2:19]1. Procedure: Trifluoroacetic acid (2.7 ml, 35 mmol) is added to a solution of 4-{(3-methyl-butyl)-[(thiazol-2-yl)-methyl]-amino}-piperidine-1-carboxylic acid tert-butyl ester (0.20 g, 0.55 mmol) in dichloromethane (2.7 ml). The reaction is stirred for 1 hour at room temperature. The reaction is concentrated, loaded onto a SCX-2 (5 g) column, and washed with water (50 ml) and methanol (50 ml). The product is then eluted off with 2M ammonia in methanol (100 ml) and concentrated on a rotary evaporator to yield ... Yields the product COc1ccc(OC2CN(S(=O)(=O)c3ccc(C)cc3)CCc3ccccc32)cc1. Reaction SMILES: [CH3:23][O:24][c:25]1[cH:26][cH:27][c:28]([OH:31])[cH:29][cH:30]1.[O:51]=[C:52]([O:53][CH2:54][CH3:55])[N:56]=[N:57][C:58]([O:59][CH2:60][CH3:61])=[O:62].[OH:1][CH:2]1[CH2:3][N:4]([S:13](=[O:14])(=[O:15])[c:16]2[cH:17][cH:18][c:19]([CH3:22])[cH:20][cH:21]2)[CH2:5][CH2:6][c:7]2[c:8]1[cH:9][cH:10][cH:11][cH:12]2.[c:32]1([P:33]([c:34]2[cH:35][cH:36][cH:37][cH:38][cH:39]2)[c:40]2[cH:41][cH:42][cH:43][cH:44][cH:45]2)[cH:46][cH:47][cH:48][cH:49][cH:50]1.[cH:63]1[cH:64][cH:65][cH:66][cH:67][cH:68]1>>[O:1]([CH:2]1[CH2:3][N:4]([S:13](=[O:14])(=[O:15])[c:16]2[cH:17][cH:18][c:19]([CH3:22])[cH:20][cH:21]2)[CH2:5][CH2:6][c:7]2[c:8]1[cH:9][cH:10][cH:11][cH:12]2)[c:28]1[cH:27][cH:26][c:25]([O:24][CH3:23])[cH:30][cH:29]1. The reactants are COc1ccc(O)cc1, CCOC(=O)N=NC(=O)OCC, Cc1ccc(S(=O)(=O)N2CCc3ccccc3C(O)C2)cc1, c1ccc(P(c2ccccc2)c2ccccc2)cc1, c1ccccc1. Starting materials: ClCCl, O=C(O)C(F)(F)F, CC(C)(C)OC(=O)NC(Cc1ccccc1)C(=O)NC(Cc1ccc(C2=CC(=O)NS2(=O)=O)cc1)c1nc2ccccc2[nH]1. Product: NC(Cc1ccccc1)C(=O)NC(Cc1ccc(C2=CC(=O)NS2(=O)=O)cc1)c1nc2ccccc2[nH]1. Reaction SMILES: [CH2:52]([Cl:53])[Cl:54].[OH:45][C:46]([C:47]([F:48])([F:49])[F:50])=[O:51].[nH:1]1[c:2]([CH:10]([CH2:11][c:12]2[cH:13][cH:14][c:15]([C:18]3=[CH:19][C:20](=[O:25])[NH:21][S:22]3(=[O:23])=[O:24])[cH:16][cH:17]2)[NH:26][C:27]([CH:28]([CH2:29][c:30]2[cH:31][cH:32][cH:33][cH:34][cH:35]2)[NH:36][C:37](=[O:38])[O:39][C:40]([CH3:41])([CH3:42])[CH3:43])=[O:44])[n:3][c:4]2[c:5]1[cH:6][cH:7][cH:8][cH:9]2>>[nH:1]1[c:2]([CH:10]([CH2:11][c:12]2[cH:13][cH:14][c:15]([C:18]3=[CH:19][C:20](=[O:25])[NH:21][S:22]3(=[O:23])=[O:24])[cH:16][cH:17]2)[NH:26][C:27]([CH:28]([CH2:29][c:30]2[cH:31][cH:32][cH:33][cH:34][cH:35]2)[NH2:36])=[O:44])[n:3][c:4]2[c:5]1[cH:6][cH:7][cH:8][cH:9]2. Reactants: OC[C@@H]1CC[C@H](CC1)CN(S(=O)(=O)C1=CC=C(C=C1)C(F)(F)F)C (trans-N-(4-hydroxymethyl-cyclohexylmethyl)-N-methyl-4-trifluoromethyl-benzenesulfonamide), ClCCl (dichloromethane), BrC\C=C\CBr ((E)-1,4-dibromo-2-butene), [OH-].[Na+] (sodium hydroxide). Reagents/catalysts: S(=O)(=O)(O)[O-].C(CCC)[N+](CCCC)(CCCC)CCCC (tetrabutylammonium hydrogensulfate). Solvent: O (water). Reaction conditions: time 3 day. Yields the product BrC/C=C/COC[C@@H]1CC[C@H](CC1)CN(S(=O)(=O)C1=CC=C(C=C1)C(F)(F)F)C (trans-N-[4-(4-bromo-(E)-but-2-enyloxymethyl)-cyclohexylmethyl]-N-methyl-4-trifluoromethyl-benzenesulfonamide). The yield is 69.6%. As a reaction SMILES: [OH:1][CH2:2][C@H:3]1[CH2:8][CH2:7][C@H:6]([CH2:9][N:10]([CH3:24])[S:11]([C:14]2[CH:19]=[CH:18][C:17]([C:20]([F:23])([F:22])[F:21])=[CH:16][CH:15]=2)(=[O:13])=[O:12])[CH2:5][CH2:4]1.ClCCl.[Br:28][CH2:29]/[CH:30]=[CH:31]/[CH2:32]Br.[OH-].[Na+]>S([O-])(O)(=O)=O.C([N+](CCCC)(CCCC)CCCC)CCC.O>[Br:28][CH2:29]/[CH:30]=[CH:31]/[CH2:32][O:1][CH2:2][C@H:3]1[CH2:8][CH2:7][C@H:6]([CH2:9][N:10]([CH3:24])[S:11]([C:14]2[CH:19]=[CH:18][C:17]([C:20]([F:23])([F:21])[F:22])=[CH:16][CH:15]=2)(=[O:13])=[O:12])[CH2:5][CH2:4]1 |f:3.4,5.6|. Procedure: A heterogenous mixture of 1.59 g (4.35 mmol) of trans-N-(4-hydroxymethyl-cyclohexylmethyl)-N-methyl-4-trifluoromethyl-benzenesulfonamide (example 5.1), 5.0 ml of dichloromethane , 37.2 g (174 mmol) of (E)-1,4-dibromo-2-butene, 15.0 ml of 50% w/w sodium hydroxide solution and 0.44 g (1.3 mmol) of tetrabutylammonium hydrogensulfate was stirred vigorously at room temperature for 3 days. Afterwards, 30 ml of deionized water were added and the reaction mixture was extracted with 3 portions of n-hexan...